Dataset: the Open Reaction Database (ORD), a public repository of structured organic reaction records. Task: describe an organic reaction: reactants, conditions, products, and yield Starting materials: C(C)(C)(C)OC(NCCN(C(=O)C1=C(C=C(C=C1)OC)C(=O)C1=CC=CC=C1)CC#N)=O ([2-(Cyanomethyl-{1-[4-methoxy-2-(1-phenyl-methanoyl)-phenyl]-methanoyl}-amino)-ethyl]-carbamic acid tert-butyl ester), C[O-].[Na+] (sodium methoxide). Run in CO (methanol). Product: C(C)(C)(C)OC(NCCN1C(C2=CC=C(C=C2C(=C1C#N)C1=CC=CC=C1)OC)=O)=O ([2-(3-Cyano-6-methoxy-1-oxo-4-phenyl-1H-isoquinolin-2-yl)-ethyl]-carbamic acid tert-butyl ester). Isolated yield 100.0%. RXN SMILES: [C:1]([O:5][C:6](=[O:32])[NH:7][CH2:8][CH2:9][N:10]([CH2:29][C:30]#[N:31])[C:11]([C:13]1[CH:18]=[CH:17][C:16]([O:19][CH3:20])=[CH:15][C:14]=1[C:21]([C:23]1[CH:28]=[CH:27][CH:26]=[CH:25][CH:24]=1)=O)=[O:12])([CH3:4])([CH3:3])[CH3:2].C[O-].[Na+]>CO>[C:1]([O:5][C:6](=[O:32])[NH:7][CH2:8][CH2:9][N:10]1[C:29]([C:30]#[N:31])=[C:21]([C:23]2[CH:28]=[CH:27][CH:26]=[CH:25][CH:24]=2)[C:14]2[C:13](=[CH:18][CH:17]=[C:16]([O:19][CH3:20])[CH:15]=2)[C:11]1=[O:12])([CH3:4])([CH3:2])[CH3:3] |f:1.2|. Procedure details: A solution of 112 (3.16 g, 7.23 mmol), sodium methoxide (0.5M, 31.8 mL, 15.9 mmol) and methanol (100 mL) was heated at reflux for 1 h. The solvent was removed in vacuo and sat. sodium bicarbonate was added. Extracted with methylene chloride (3×). The combined organic extracts were dried with magnesium sulfate (anh.) and filtered. The filtrate was removed in vacuo to give 113 as a white solid (3.04 g, 7.23 mmol, 100%). Reactants: C(C)OC(CC=1N=C(SC1)NC(CCCCCCC\C=C\CCCCCCCC)=O)=O (ethyl-2-[((E)-1-oxo-9-octadecenyl)-amino]-4-thiazoleacetate), [OH-].[Na+] (sodium hydroxide). The solvent is C1CCOC1 (THF). Conditions: temperature 0 celsius, time 15 hour. Product: O=C(CCCCCCC\C=C\CCCCCCCC)NC=1SC=C(N1)CC(=O)O (2-[((E)-1-Oxo-9-octadecenyl)amino]-4-thiazoleacetic Acid). Isolated yield 66.0%. RXN SMILES: C([O:3][C:4](=[O:31])[CH2:5][C:6]1[N:7]=[C:8]([NH:11][C:12](=[O:30])[CH2:13][CH2:14][CH2:15][CH2:16][CH2:17][CH2:18][CH2:19]/[CH:20]=[CH:21]/[CH2:22][CH2:23][CH2:24][CH2:25][CH2:26][CH2:27][CH2:28][CH3:29])[S:9][CH:10]=1)C.[OH-].[Na+]>C1COCC1>[O:30]=[C:12]([NH:11][C:8]1[S:9][CH:10]=[C:6]([CH2:5][C:4]([OH:31])=[O:3])[N:7]=1)[CH2:13][CH2:14][CH2:15][CH2:16][CH2:17][CH2:18][CH2:19]/[CH:20]=[CH:21]/[CH2:22][CH2:23][CH2:24][CH2:25][CH2:26][CH2:27][CH2:28][CH3:29] |f:1.2|. Procedure: A mixture of the above ester (7.4 g, 16.5 mmol) and sodium hydroxide (1.44 g, 36.1 mmol) was combined in THF (150 mL) and cooled in ice under N2 atmosphere. Enough distilled water was added portionwise until the hydroxide was dissolved (˜15 mL) and the mixture was maintained at 0° C. for 2 h, then allowed to warm to ambient temperatures with stirring for 15 h. The reaction mixture was evaporated in vacuo, the residue cooled in ice and treated with 2M aqueous HCl solution with stirring. The white... Reactants: BrC1=NC(=CC=C1)CF (2-bromo-6-(fluoromethyl)pyridine), C(CC#C)C=1N=C2N(C=C(C=C2)F)C1 (2-(but-3-ynyl)-6-fluoro-imidazo[1,2-a]pyridine). Yields the product FC=1C=CC=2N(C1)C=C(N2)CCC#CC2=NC(=CC=C2)CF (6-Fluoro-2-(4-(6-(fluoromethyl)pyridin-2-yl)but-3-ynyl)-imidazo[1,2-a]pyridine), 6-fluoro-2-(4-(6-(fluoromethyl)pyridin-2-yl)but-3-ynyl)H-imidazo[1,2-a]pyridine. Isolated yield 46.0%. RXN SMILES: Br[C:2]1[CH:7]=[CH:6][CH:5]=[C:4]([CH2:8][F:9])[N:3]=1.[CH2:10]([C:14]1[N:15]=[C:16]2[CH:21]=[CH:20][C:19]([F:22])=[CH:18][N:17]2[CH:23]=1)[CH2:11][C:12]#[CH:13]>>[F:22][C:19]1[CH:20]=[CH:21][C:16]2[N:17]([CH:23]=[C:14]([CH2:10][CH2:11][C:12]#[C:13][C:2]3[CH:7]=[CH:6][CH:5]=[C:4]([CH2:8][F:9])[N:3]=3)[N:15]=2)[CH:18]=1. Procedure: The title compound was prepared in accordance with the general method of Example 190(F), from 2-bromo-6-(fluoromethyl)pyridine (220 mg, 1.10 mol) and 2-(but-3-ynyl)-6-fluoro-imidazo[1,2-a]pyridine (220 mg, 1.14 mmol). The crude residue was purified over C18 chromatography (prepacked 35 g silicagel column, H2O/CH3CN: from 95/5 to 55/45 as eluent) to afford 155 mg of 6-fluoro-2-(4-(6-(fluoromethyl)pyridin-2-yl)but-3-ynyl)H-imidazo[1,2-a]pyridine (Yield: 46%) as a white powder (Mp=140-141.8° C.). Starting materials: COC1=CC=C(C=C1)CCCCCOC1=CC=CC=C1 (1-(4-Methoxyphenyl)-5-phenoxy-pentane), B(Br)(Br)Br (BBr3). Solvent: C(Cl)Cl (CH2Cl2). Product: BrCCCCCC1=CC=C(C=C1)O (5-Bromo-1-(4-hydroxy-phenyl)-pentane). RXN SMILES: C[O:2][C:3]1[CH:8]=[CH:7][C:6]([CH2:9][CH2:10][CH2:11][CH2:12][CH2:13]OC2C=CC=CC=2)=[CH:5][CH:4]=1.B(Br)(Br)[Br:22]>C(Cl)Cl>[Br:22][CH2:13][CH2:12][CH2:11][CH2:10][CH2:9][C:6]1[CH:7]=[CH:8][C:3]([OH:2])=[CH:4][CH:5]=1. Procedure details: 5-Bromo-1-(4-hydroxy-phenyl)-pentane (9.4) was synthesized as in 9.1 using 8.4 (3.43 g, 12.7 mmol) in anhydrous CH2Cl2 (120 mL), and BBr3 (1M solution in CH2Cl2, 32 mL, 32 mmol). The title compound (9.4) was isolated as a viscous liquid after purification by flash column chromatography (2.84 g, 92% yield). Starting materials: C(C)C1=C2C(=CC(NC2=CC(=N1)CC)=O)O (5,7-diethyl-4-hydroxy-1,6-naphthyridin-2(1H)-one), P(=O)(Cl)(Cl)Cl (phosphorus oxychloride), P(=O)(Cl)(Cl)Cl (phosphorus oxychloride). Yields the product ClC1=CC(NC2=CC(=NC(=C12)CC)CC)=O (4-chloro-5,7-diethyl-1,6-naphthyridin-2(1H)-one). As a reaction SMILES: [CH2:1]([C:3]1[N:12]=[C:11]([CH2:13][CH3:14])[CH:10]=[C:9]2[C:4]=1[C:5](O)=[CH:6][C:7](=[O:15])[NH:8]2)[CH3:2].P(Cl)(Cl)([Cl:19])=O>>[Cl:19][C:5]1[C:4]2[C:9](=[CH:10][C:11]([CH2:13][CH3:14])=[N:12][C:3]=2[CH2:1][CH3:2])[NH:8][C:7](=[O:15])[CH:6]=1. Reported procedure: Compound C (17.6 g) was dissolved in phosphorus oxychloride (100 ml) and the mixture was heated at reflux for 24 hours. Unreacted phosphorus oxychloride was removed by evaporation and the residue was dissolved in concentrated hydrochloric acid (100 ml) containing water (15 ml). The mixture was heated at reflux for 4 hour. The mixture was then diluted with water (500 ml) and basified with solid potassium carbonate. The resulting precipitate was collected by filtration and washed with water. The s...